This data is from the Open Reaction Database (ORD), a public repository of structured organic reaction records. The task is: describe an organic reaction: reactants, conditions, products, and yield Starting materials: C(C)(C)(C)OC(C(CS(CCNC(=O)OCC1=CC=CC=C1)(=O)=O)NC(=O)OCCCC)=O (2-(butyloxycarbonylamino)-6-(benzyloxycarbonylamino)-4,4-dioxo-4-thiahexanoic acid tert-butyl ester). Reagents/catalysts: [Pd] (Pd/C). Run in CO (methanol). Yields the product C(C)(C)(C)OC(C(CS(CCN)(=O)=O)NC(=O)OCCCC)=O (2-(butyloxycarbonylamino)-6-amino-4,4-dioxo-4-thiahexanoic acid tert-butyl ester). Yield: 82.1%. RXN SMILES: [C:1]([O:5][C:6](=[O:33])[CH:7]([NH:25][C:26]([O:28][CH2:29][CH2:30][CH2:31][CH3:32])=[O:27])[CH2:8][S:9](=[O:24])(=[O:23])[CH2:10][CH2:11][NH:12]C(OCC1C=CC=CC=1)=O)([CH3:4])([CH3:3])[CH3:2]>CO.[Pd]>[C:1]([O:5][C:6](=[O:33])[CH:7]([NH:25][C:26]([O:28][CH2:29][CH2:30][CH2:31][CH3:32])=[O:27])[CH2:8][S:9](=[O:23])(=[O:24])[CH2:10][CH2:11][NH2:12])([CH3:2])([CH3:4])[CH3:3]. Procedure: To a solution of 2-(butyloxycarbonylamino)-6-(benzyloxycarbonylamino)-4,4-dioxo-4-thiahexanoic acid tert-butyl ester (200 mg) in methanol (5 ml) was added Pd/C (50%) (Degussa type) (200 mg) and the mixture hydrogenated at room temperature until no further change was observed. The reaction mixture was then filtered through a pad of Hyflo and the residue washed with fresh methanol (2×2 ml). The combined filtrates were evaporated to dryness to give 119 mg of the title compound as an almost colourle... Starting materials: O(C1=CC=CC=C1)C1=CC=CC=C1 ((4-Phenoxy)benzene), S(=O)(=O)(Cl)Cl (sulfonyl chloride), N1C=CC=2C(=NC=CC21)N2CCN(CC2)C(=O)OC(C)(C)C (tert-butyl 4-(1H-pyrrolo[3,2-c]pyridin-4-yl)piperazine-1-carboxylate). The product is Cl.O(C1=CC=CC=C1)C1=CC=C(C=C1)S(=O)(=O)N1C=CC=2C(=NC=CC21)N2CCNCC2 (1-(4-Phenoxy-benzenesulfonyl)-4-piperazin-1-yl-1 H-pyrrolo(3,2-c)pyridine hydrochloride). RXN SMILES: [O:1]([C:8]1[CH:13]=[CH:12][CH:11]=[CH:10][CH:9]=1)[C:2]1[CH:7]=[CH:6][CH:5]=[CH:4][CH:3]=1.[S:14](Cl)([Cl:17])(=[O:16])=[O:15].[NH:19]1[C:27]2[CH:26]=[CH:25][N:24]=[C:23]([N:28]3[CH2:33][CH2:32][N:31](C(OC(C)(C)C)=O)[CH2:30][CH2:29]3)[C:22]=2[CH:21]=[CH:20]1>>[ClH:17].[O:1]([C:8]1[CH:9]=[CH:10][C:11]([S:14]([N:19]2[C:27]3[CH:26]=[CH:25][N:24]=[C:23]([N:28]4[CH2:29][CH2:30][NH:31][CH2:32][CH2:33]4)[C:22]=3[CH:21]=[CH:20]2)(=[O:16])=[O:15])=[CH:12][CH:13]=1)[C:2]1[CH:7]=[CH:6][CH:5]=[CH:4][CH:3]=1 |f:3.4|. Procedure: (4-Phenoxy)benzene)sulfonyl chloride (34.7 mg) was added to tert-butyl 4-(1H-pyrrolo[3,2-c]pyridin-4-yl)piperazine-1-carboxylate the title compound (12.8 mg). LC/MS RT: 1.839 (System 10 till 40% MeCN over 1.5 min, ACE C8), Purity. 95%. MS: 436 (M+1) 1HNMR (CD3OD) δ ppm 3.50 (m, J=3.96 Hz, 4H) 4.09 (m, J=4.45 Hz, 4H) 7.05 (dd, J=8.16, 6.43 Hz, 2H) 7.26 (m, 2H) 7.44 (t, J=7.79 Hz, 2H) 7.90 (m, 3H) 8.01 (d, J=3.71 Hz, 2H) 8.07 (d, J=8.91 Hz, 2H). Reactants: NC1=CC=CC=C1 (aniline), Cl (hydrochloric acid), CC(=C)C1=CC=CC=C1 (α-methylstyrene). The reagents and catalysts are [Cl-].[Zn+2].[Cl-] (zinc chloride). The product is C(C)(C)(C1=CC=CC=C1)C1=CC=C(N)C=C1 (4-cumylaniline). Isolated yield 78.0%. Reaction SMILES: [NH2:1][C:2]1[CH:7]=[CH:6][CH:5]=[CH:4][CH:3]=1.Cl.[CH3:9][C:10]([C:12]1[CH:17]=[CH:16][CH:15]=[CH:14][CH:13]=1)=[CH2:11]>[Cl-].[Zn+2].[Cl-]>[C:10]([C:5]1[CH:6]=[CH:7][C:2]([NH2:1])=[CH:3][CH:4]=1)([C:12]1[CH:17]=[CH:16][CH:15]=[CH:14][CH:13]=1)([CH3:11])[CH3:9] |f:3.4.5|. Reported procedure: 18.6 Parts of aniline, 20.4 parts of 36% w/w hydrochloric acid containing 13.6 parts of zinc chloride are stirred and refluxed for 24 hours with 23.6 parts of α-methylstyrene. The work-up follows Example 3 and gives on distillation 32.9 parts of 4-cumylaniline mb4 175°-80° C. (78% yield based on a 93% purity by G.L.C.). Reactants: COC(=O)c1ccc(C(=O)NN=C(C)c2nn(C)c(-c3ccc(Cl)c(Cl)c3)c2O)s1, [Na+], [OH-]. The product is CC(=NNC(=O)c1ccc(C(=O)O)s1)c1nn(C)c(-c2ccc(Cl)c(Cl)c2)c1O. As a reaction SMILES: [Cl:1][c:2]1[cH:3][c:4](-[c:9]2[c:10]([OH:30])[c:11]([C:15]([CH3:16])=[N:17][NH:18][C:19](=[O:20])[c:21]3[cH:22][cH:23][c:24]([C:26](=[O:27])[O:28][CH3:29])[s:25]3)[n:12][n:13]2[CH3:14])[cH:5][cH:6][c:7]1[Cl:8].[Na+:32].[OH-:31]>>[Cl:1][c:2]1[cH:3][c:4](-[c:9]2[c:10]([OH:30])[c:11]([C:15]([CH3:16])=[N:17][NH:18][C:19](=[O:20])[c:21]3[cH:22][cH:23][c:24]([C:26](=[O:27])[OH:28])[s:25]3)[n:12][n:13]2[CH3:14])[cH:5][cH:6][c:7]1[Cl:8]. Reactants: solution, [H-].C(C(C)C)[Al+]CC(C)C (diisobutyl-aluminum hydride), CCCCCC (hexane), C1(=CC=CC=C1)C (toluene), C(C)(C)O (isopropyl alcohol), 2-[3α-p-biphenyl-carbonyloxy-5α-hydroxy-2β-(3,3-ethylenedioxy-octan-1-yl)-cyclopent-1α-yl]-acetic acid γ-lactone, O (water). Conditions: time 20 minute. Product: C1(=CC=CC=C1)C1=CC=C(CO)C=C1 (p-phenylbenzyl alcohol). As a reaction SMILES: [H-].C([Al+]CC(C)C)C(C)C.[C:11]1([CH3:17])[CH:16]=[CH:15][CH:14]=[CH:13][CH:12]=1.[CH:18]([OH:21])(C)C.O.C[CH2:24][CH2:25][CH2:26][CH2:27][CH3:28]>>[C:11]1([C:17]2[CH:24]=[CH:25][C:26]([CH2:18][OH:21])=[CH:27][CH:28]=2)[CH:16]=[CH:15][CH:14]=[CH:13][CH:12]=1 |f:0.1|. Procedure details: At -60° C., 20 ml. of a 20% solution of diisobutyl-aluminum hydride in hexane was added to a solution of 2 g. of 2-[3α-p-biphenyl-carbonyloxy-5α-hydroxy-2β-(3,3-ethylenedioxy-octan-1-yl)-cyclopent-1α-yl]-acetic acid γ-lactone in 60 ml. of toluene. After 20 minutes, 3 ml. of isopropyl alcohol was added dropwise to the reaction mixture, the latter was heated to room temperature, mixed with 10 ml. of water, and agitated for 10 minutes. The mixture was thereafter extracted with ethyl acetate and the... Starting materials: C[N+]1([O-])CCOCC1, CC#N, CCC[N+](CCC)(CCC)CCC, CCOc1ccc(Cc2nc3cc(C(C)O)ccc3n2CC2CC2)cc1, ClCCl, O=[Ru](=O)(=O)[O-]. Product: CCOc1ccc(Cc2nc3cc(C(C)=O)ccc3n2CC2CC2)cc1. As a reaction SMILES: [CH3:27][N+:28]1([O-:29])[CH2:30][CH2:31][O:32][CH2:33][CH2:34]1.[CH3:35][C:36]#[N:37].[CH3:46][CH2:47][CH2:48][N+:49]([CH2:50][CH2:51][CH3:52])([CH2:53][CH2:54][CH3:55])[CH2:56][CH2:57][CH3:58].[CH:1]1([CH2:4][n:5]2[c:6]([CH2:17][c:18]3[cH:19][cH:20][c:21]([O:24][CH2:25][CH3:26])[cH:22][cH:23]3)[n:7][c:8]3[c:9]2[cH:10][cH:11][c:12]([CH:14]([CH3:15])[OH:16])[cH:13]3)[CH2:2][CH2:3]1.[Cl:38][CH2:39][Cl:40].[O-:41][Ru:42](=[O:43])(=[O:44])=[O:45]>>[CH:1]1([CH2:4][n:5]2[c:6]([CH2:17][c:18]3[cH:19][cH:20][c:21]([O:24][CH2:25][CH3:26])[cH:22][cH:23]3)[n:7][c:8]3[c:9]2[cH:10][cH:11][c:12]([C:14]([CH3:15])=[O:16])[cH:13]3)[CH2:2][CH2:3]1. Starting materials: C(C)(=O)NC(C)C=1C=C(SC1S(=O)(=O)C)S(=O)(=O)N (4-(1-acetamidoethyl)-5-methylsulfonylthiophene-2-sulfonamide), Cl (HCl). Run in O1CCCC1 (tetrahydrofuran), C1CCOC1 (THF). Reaction conditions: time 1 hour. The product is C(C)NC(C)C=1C=C(SC1S(=O)(=O)C)S(=O)(=O)N (4-[1-(Ethylamino)ethyl]-5-methylsulfonylthiophene-2-sulfonamide). Isolated yield 51.1%. As a reaction SMILES: [C:1]([NH:4][CH:5]([C:7]1[CH:8]=[C:9]([S:16]([NH2:19])(=[O:18])=[O:17])[S:10][C:11]=1[S:12]([CH3:15])(=[O:14])=[O:13])[CH3:6])(=O)[CH3:2].Cl>O1CCCC1>[CH2:1]([NH:4][CH:5]([C:7]1[CH:8]=[C:9]([S:16]([NH2:19])(=[O:18])=[O:17])[S:10][C:11]=1[S:12]([CH3:15])(=[O:14])=[O:13])[CH3:6])[CH3:2]. Reported procedure: To a stirred refluxing solution of 4-(1-acetamidoethyl)-5-methylsulfonylthiophene-2-sulfonamide (2.52 g, 0.0077 mol) in dry tetrahydrofuran (25 ml) under nitrogen atmosphere was added dropwise a solution of borane dimethylsulfide complex (2.3 ml, 0.023 mol) in THF (10 ml) over 1/2 hour. Reflux was continued for 1 hour. The solution was cooled in ice and acidified with 6N HCl (10 ml). The acidified solution was concentrated in vacuo. The residue was basified with saturated NaHCO3 solution and was... The reactants are triethyl phosphonoacetate, C1CCOC1 (THF), BrC1=CC=C(C=C1)C(C)=O (1-(4-Bromo-phenyl)-ethanone), C1CCOC1 (THF), CC(C)([O-])C.[K+] (potassium tert-butoxide), C1CCOC1 (THF). Conditions: time 30 minute. Product: C(C)OC(\C=C(/C)\C1=CC=C(C=C1)Br)=O ((E)-3-(4-Bromo-phenyl)-but-2-enoic acid ethyl ester). The yield is 99.0%. Reaction SMILES: CC(C)([O-:4])C.[K+].[Br:7][C:8]1[CH:13]=[CH:12][C:11]([C:14](=O)[CH3:15])=[CH:10][CH:9]=1.[CH2:17]1[CH2:21][O:20][CH2:19][CH2:18]1>>[CH2:19]([O:20][C:21](=[O:4])/[CH:17]=[C:14](/[C:11]1[CH:12]=[CH:13][C:8]([Br:7])=[CH:9][CH:10]=1)\[CH3:15])[CH3:18] |f:0.1|. Procedure details: A solution of potassium tert-butoxide (10.45 g, 90.43 mmol) in THF (250 ml) was stirred under nitrogen atmosphere. A solution of triethyl phosphonoacetate (18.1 ml, 90.43 mmol) in THF (100 ml) was then added and the reaction mixture was stirred for 30 minutes at room temperature. A solution of 1-(4-Bromo-phenyl)-ethanone (6 g, 30.14 mmol) in THF (100 ml) was then added dropwise over 5 minutes. The reaction mixture was heated to reflux. After 3 hours the reaction mixture was cooled to ambient tem... Starting materials: COC(=O)CCc1nc(-c2ccccc2)c(-c2ccccc2)n1COCC[Si](C)(C)C, CCO, [Na+], [OH-]. Product: C[Si](C)(C)CCOCn1c(CCC(=O)O)nc(-c2ccccc2)c1-c1ccccc1. As a reaction SMILES: [CH3:1][O:2][C:3]([CH2:4][CH2:5][c:6]1[n:7]([CH2:23][O:24][CH2:25][CH2:26][Si:27]([CH3:28])([CH3:29])[CH3:30])[c:8](-[c:17]2[cH:18][cH:19][cH:20][cH:21][cH:22]2)[c:9](-[c:11]2[cH:12][cH:13][cH:14][cH:15][cH:16]2)[n:10]1)=[O:31].[CH3:34][CH2:35][OH:36].[Na+:33].[OH-:32]>>[O:2]=[C:3]([CH2:4][CH2:5][c:6]1[n:7]([CH2:23][O:24][CH2:25][CH2:26][Si:27]([CH3:28])([CH3:29])[CH3:30])[c:8](-[c:17]2[cH:18][cH:19][cH:20][cH:21][cH:22]2)[c:9](-[c:11]2[cH:12][cH:13][cH:14][cH:15][cH:16]2)[n:10]1)[OH:31]. Reactants: N([C@@H](CCCCNS(=O)(=O)C1=C(C)C=C(OC)C(C)=C1C)C(=O)ON1C(=O)CCC1=O)C(=O)OCC1C2=CC=CC=C2C2=CC=CC=C12 (Fmoc-Lys(Mtr)-OSu), N[C@@H](CCCCNS(=O)(=O)C1=C(C)C=C(OC)C(C)=C1C)C(=O)O (Lys(Mtr)), CCN(C(C)C)C(C)C (DIEA). Run in C(C)(=O)OCC (ethyl acetate), CN(C)C=O (DMF). The product is N([C@@H](CCCCNS(=O)(=O)C1=C(C)C=C(OC)C(C)=C1C)C(=O)N[C@@H](CCCCNS(=O)(=O)C1=C(C)C=C(OC)C(C)=C1C)C(=O)O)C(=O)OCC1C2=CC=CC=C2C2=CC=CC=C12 (Fmoc-Lys(Mtr)-Lys(Mtr)). Reaction SMILES: [NH:1]([C:32]([O:34][CH2:35][CH:36]1[C:48]2[C:43](=[CH:44][CH:45]=[CH:46][CH:47]=2)[C:42]2[C:37]1=[CH:38][CH:39]=[CH:40][CH:41]=2)=[O:33])[C@H:2]([C:22](ON1C(=O)CCC1=O)=[O:23])[CH2:3][CH2:4][CH2:5][CH2:6][NH:7][S:8]([C:11]1[C:20]([CH3:21])=[C:18]([CH3:19])[C:15]([O:16][CH3:17])=[CH:14][C:12]=1[CH3:13])(=[O:10])=[O:9].[NH2:49][C@H:50]([C:70]([OH:72])=[O:71])[CH2:51][CH2:52][CH2:53][CH2:54][NH:55][S:56]([C:59]1[C:68]([CH3:69])=[C:66]([CH3:67])[C:63]([O:64][CH3:65])=[CH:62][C:60]=1[CH3:61])(=[O:58])=[O:57].CCN(C(C)C)C(C)C>CN(C=O)C.C(OCC)(=O)C>[NH:1]([C:32]([O:34][CH2:35][CH:36]1[C:48]2[C:43](=[CH:44][CH:45]=[CH:46][CH:47]=2)[C:42]2[C:37]1=[CH:38][CH:39]=[CH:40][CH:41]=2)=[O:33])[C@H:2]([C:22]([NH:49][C@H:50]([C:70]([OH:72])=[O:71])[CH2:51][CH2:52][CH2:53][CH2:54][NH:55][S:56]([C:59]1[C:68]([CH3:69])=[C:66]([CH3:67])[C:63]([O:64][CH3:65])=[CH:62][C:60]=1[CH3:61])(=[O:58])=[O:57])=[O:23])[CH2:3][CH2:4][CH2:5][CH2:6][NH:7][S:8]([C:11]1[C:20]([CH3:21])=[C:18]([CH3:19])[C:15]([O:16][CH3:17])=[CH:14][C:12]=1[CH3:13])(=[O:10])=[O:9]. Procedure: A stirred solution of Fmoc-Lys(Mtr)-OSu 3 (ca 8.672 mmol) and Lys(Mtr) 2 (3.6294 g, 1 equiv) in DMF (70 mL) at rt was treated with DIEA (4.5 mL, 3 equiv). After 4 h the mixture was diluted with ethyl acetate (250 mL). The solution was washed with pH 4 buffer (0.05M biphthalate) (2×), water and brine, dried over sodium sulfate and evaporated the residue was flushed with methylene chloride (400 mL) to give a pale-yellow foam which was carried on without further purification. 1H-NMR (CDCl3/CD3OD) δ...